Dataset: the Open Reaction Database (ORD), a public repository of structured organic reaction records. Task: describe an organic reaction: reactants, conditions, products, and yield The product is FC1=CC=C2C(=C(C(=NC2=C1)C1=NC=CC=C1)C)C=O (7-fluoro-3-methyl-2-(pyridin-2-yl)quinoline-4-carbaldehyde). Reactants: FC1=CC=C2C(=C(C(=NC2=C1)C1=NC=CC=C1)C)C=C (7-fluoro-3-methyl-2-(pyridin-2-yl)-4-vinylquinoline), C[N+]1(CCOCC1)[O-] (N-methylmorpholine-N-oxide), I(=O)(=O)(=O)[O-].[Na+] (sodium periodate), S(=S)(=O)([O-])[O-].[Na+].[Na+] (sodium thiosulfate). RXN SMILES: [F:1][C:2]1[CH:11]=[C:10]2[C:5]([C:6]([CH:19]=C)=[C:7]([CH3:18])[C:8]([C:12]3[CH:17]=[CH:16][CH:15]=[CH:14][N:13]=3)=[N:9]2)=[CH:4][CH:3]=1.C[N+]1([O-])CC[O:25]CC1.S([O-])([O-])(=O)=S.[Na+].[Na+].I([O-])(=O)(=O)=O.[Na+]>CC(C)=O.O.[Os](=O)(=O)(=O)=O>[F:1][C:2]1[CH:11]=[C:10]2[C:5]([C:6]([CH:19]=[O:25])=[C:7]([CH3:18])[C:8]([C:12]3[CH:17]=[CH:16][CH:15]=[CH:14][N:13]=3)=[N:9]2)=[CH:4][CH:3]=1 |f:2.3.4,5.6|. Run at temperature 23 celsius, time 18 hour. Solvent: CC(=O)C (acetone), O (water). Reagents/catalysts: [Os](=O)(=O)(=O)=O (osmium tetroxide). Procedure details: To a solution of 7-fluoro-3-methyl-2-(pyridin-2-yl)-4-vinylquinoline (1.53 g, 5.79 mmol) in acetone (30 mL) and water (7.50 mL) were added N-methylmorpholine-N-oxide (2.034 g, 17.37 mmol) and osmium tetroxide (0.074 g, 0.289 mmol). The reaction was stirred at 23° C. for 18 h. Upon completion, 10% aqueous sodium thiosulfate was added and the reaction was stirred for an additional 10 minutes. The reaction mixture was then concd, and the dihydroxylated product was extracted with EtOAc (twice) and D...